This data is from the Open Reaction Database (ORD), a public repository of structured organic reaction records. The task is: describe an organic reaction: reactants, conditions, products, and yield The reactants are ClC=1C=C(C=NC1OC=1C=NC2=CC=CC=C2C1)N (5-chloro-6-(quinolin-3-yloxy)pyridin-3-amine), CC1=C(C(=CC(=C1)C)C)S(=O)(=O)Cl (2,4,6-trimethylbenzene-1-sulfonyl chloride). Yields the product ClC=1C=C(C=NC1OC=1C=NC2=CC=CC=C2C1)NS(=O)(=O)C1=C(C=C(C=C1C)C)C (N-(5-Chloro-6-(quinolin-3-yloxy)pyridin-3-yl)-2,4,6-trimethylbenzenesulfonamide). RXN SMILES: [Cl:1][C:2]1[CH:3]=[C:4]([NH2:19])[CH:5]=[N:6][C:7]=1[O:8][C:9]1[CH:10]=[N:11][C:12]2[C:17]([CH:18]=1)=[CH:16][CH:15]=[CH:14][CH:13]=2.[CH3:20][C:21]1[CH:26]=[C:25]([CH3:27])[CH:24]=[C:23]([CH3:28])[C:22]=1[S:29](Cl)(=[O:31])=[O:30]>>[Cl:1][C:2]1[CH:3]=[C:4]([NH:19][S:29]([C:22]2[C:23]([CH3:28])=[CH:24][C:25]([CH3:27])=[CH:26][C:21]=2[CH3:20])(=[O:31])=[O:30])[CH:5]=[N:6][C:7]=1[O:8][C:9]1[CH:10]=[N:11][C:12]2[C:17]([CH:18]=1)=[CH:16][CH:15]=[CH:14][CH:13]=2. Procedure: The title compound was prepared by reacting 5-chloro-6-(quinolin-3-yloxy)pyridin-3-amine (obtained as per procedure described in preparation 1) and 2,4,6-trimethylbenzene-1-sulfonyl chloride. Reactants: Nc1ncc(Br)cc1CN1CCOCC1, CC1(C)NCc2cc(Br)cnc2NC1=O, C=CC(=O)N(C)Cc1sc2ccccc2c1C, C=CC(=O)N(C)Cc1cn(C)c2ccccc12. Product: CN(Cc1cn(C)c2ccccc12)C(=O)C=Cc1cnc(N)c(CN2CCOCC2)c1. Reaction SMILES: [Br:35][c:36]1[cH:37][c:38]([CH2:43][N:44]2[CH2:45][CH2:46][O:47][CH2:48][CH2:49]2)[c:39]([NH2:42])[n:40][cH:41]1.[Br:50][c:51]1[cH:52][n:53][c:54]2[c:63]([cH:64]1)[CH2:62][NH:61][C:58]([CH3:59])([CH3:60])[C:56](=[O:57])[NH:55]2.[CH3:18][N:19]([CH2:20][c:21]1[s:22][c:23]2[cH:24][cH:25][cH:26][cH:27][c:28]2[c:29]1[CH3:30])[C:31](=[O:32])[CH:33]=[CH2:34].[CH3:1][N:2]([C:3]([CH:4]=[CH2:5])=[O:6])[CH2:7][c:8]1[cH:9][n:10]([CH3:17])[c:11]2[cH:12][cH:13][cH:14][cH:15][c:16]12>>[CH3:1][N:2]([C:3]([CH:4]=[CH:5][c:36]1[cH:37][c:38]([CH2:43][N:44]2[CH2:45][CH2:46][O:47][CH2:48][CH2:49]2)[c:39]([NH2:42])[n:40][cH:41]1)=[O:6])[CH2:7][c:8]1[cH:9][n:10]([CH3:17])[c:11]2[cH:12][cH:13][cH:14][cH:15][c:16]12. The reactants are COCC1N(CCCC1)C1=NC(=NC=N1)NC=1C=C(C=CC1)CS(=O)(=O)N (rac-3-[(4-(2-Methoxymethylpiperidin-1-yl)-1,3,5-triazin-2-yl)amino]-benzenemethanesulfonamide), ClC1=NC(=NC=N1)NC=1C=C(C=CC1)CS(=O)(=O)N (3-[(4-Chloro-1,3,5-triazin-2-yl)amino]benzenemethanesulfonamide), N1[C@@H](C(=O)N)CCC1 ((R)-proline amide). The product is S(N)(=O)(=O)CC=1C=C(C=CC1)NC1=NC(=NC=N1)N1[C@H](CCC1)C(=O)N ((R)-1-[4-((3-(Sulfamoylmethyl)phenyl)amino)-1,3,5-triazin-2-yl]pyrrolidine-2-carboxamide). Reaction SMILES: C[O:2][CH2:3][CH:4]1C[CH2:8][CH2:7][CH2:6][N:5]1[C:10]1[N:15]=[CH:14][N:13]=[C:12]([NH:16][C:17]2[CH:18]=[C:19]([CH2:23][S:24]([NH2:27])(=[O:26])=[O:25])[CH:20]=[CH:21][CH:22]=2)[N:11]=1.ClC1N=CN=C(NC2C=C(CS(N)(=O)=O)C=CC=2)[N:30]=1.N1CCC[C@@H]1C(N)=O>>[S:24]([CH2:23][C:19]1[CH:18]=[C:17]([NH:16][C:12]2[N:13]=[CH:14][N:15]=[C:10]([N:5]3[CH2:6][CH2:7][CH2:8][C@@H:4]3[C:3]([NH2:30])=[O:2])[N:11]=2)[CH:22]=[CH:21][CH:20]=1)(=[O:25])(=[O:26])[NH2:27]. Procedure: B23 was obtained as a white powder by following the procedure reported for B4 using A1 and (R)-proline amide; yield: 65 mg (19%). MS (ES) C15H19N7O3S requires: 377. found: 378 (M+H)+. The reactants are CC(C)C(=O)Cl, O=C([O-])[O-], ClCCl, [Cs+], [Cs+], N#Cc1ccc(Nc2ccc(OC(F)(F)F)cc2)c(N)c1. Yields the product CC(C)C(=O)Nc1cc(C#N)ccc1Nc1ccc(OC(F)(F)F)cc1. Reaction SMILES: [C:1]([CH:2]([CH3:3])[CH3:4])(=[O:5])[Cl:6].[C:28](=[O:29])([O-:30])[O-:31].[Cl:34][CH2:35][Cl:36].[Cs+:32].[Cs+:33].[NH2:7][c:8]1[cH:9][c:10]([C:11]#[N:12])[cH:13][cH:14][c:15]1[NH:16][c:17]1[cH:18][cH:19][c:20]([O:23][C:24]([F:25])([F:26])[F:27])[cH:21][cH:22]1>>[C:1]([CH:2]([CH3:3])[CH3:4])(=[O:5])[NH:7][c:8]1[cH:9][c:10]([C:11]#[N:12])[cH:13][cH:14][c:15]1[NH:16][c:17]1[cH:18][cH:19][c:20]([O:23][C:24]([F:25])([F:26])[F:27])[cH:21][cH:22]1. Starting materials: NCCCCO (4-Aminobutanol), C(#N)NC(SC)=NCCSCC1=C(N=CN1)C (N-cyano-N'-[2-((4-methyl-5-imidazolyl)methylthio)ethyl]-S-methylisothiourea). The solvent is C(C)O (ethanol). The product is C(#N)NC(=NCCSCC1=C(N=CN1)C)NCCCCO (N-Cyano-N'-(4-hydroxybutyl)-N"-[2-((4-methyl-5-imidazolyl)methylthio)ethyl]guanidine). Isolated yield 38.6%. As a reaction SMILES: [NH2:1][CH2:2][CH2:3][CH2:4][CH2:5][OH:6].[C:7]([NH:9][C:10](=[N:13][CH2:14][CH2:15][S:16][CH2:17][C:18]1[NH:22][CH:21]=[N:20][C:19]=1[CH3:23])SC)#[N:8]>C(O)C>[C:7]([NH:9][C:10]([NH:1][CH2:2][CH2:3][CH2:4][CH2:5][OH:6])=[N:13][CH2:14][CH2:15][S:16][CH2:17][C:18]1[NH:22][CH:21]=[N:20][C:19]=1[CH3:23])#[N:8]. Procedure: 4-Aminobutanol (2.7 g) and N-cyano-N'-[2-((4-methyl-5-imidazolyl)methylthio)ethyl]-S-methylisothiourea (4.05 g) were refluxed in ethanol (30 ml) for 4 hours. The reaction mixture was evaporated to yield an oil which was chromatographed on a silica gel column and eluted with chloroform and chloroform/methanol (20:1) to give the title compound as a colourless oil (1.8 g). Starting materials: Cc1cc(C(=O)O)sc1Br, CC(C)(C)OC(=O)N1CCC(CN)C1. The product is Cc1cc(C(=O)NCC2CCN(C(=O)OC(C)(C)C)C2)sc1Br. As a reaction SMILES: [Br:15][c:16]1[c:17]([CH3:24])[cH:18][c:19]([C:21](=[O:22])[OH:23])[s:20]1.[NH2:1][CH2:2][CH:3]1[CH2:4][N:5]([C:8](=[O:9])[O:10][C:11]([CH3:12])([CH3:13])[CH3:14])[CH2:6][CH2:7]1>>[NH:1]([CH2:2][CH:3]1[CH2:4][N:5]([C:8](=[O:9])[O:10][C:11]([CH3:12])([CH3:13])[CH3:14])[CH2:6][CH2:7]1)[C:21]([c:19]1[cH:18][c:17]([CH3:24])[c:16]([Br:15])[s:20]1)=[O:22]. Reactants: ClC1=C(C=CC(=C1OC1=CC=CC=C1)[N+](=O)[O-])OC1=CC=CC=C1 (2-chloro-4-nitro-1,3-diphenoxy-benzene), FC(C=1C=C(CN)C=CC1)(F)F (3-trifluoromethyl-benzylamine). Solvent: O1CCOCC1 (dioxane). Conditions: temperature 100 celsius, time 12 hour. Yields the product ClC1=C(NCC2=CC(=CC=C2)C(F)(F)F)C(=CC=C1OC1=CC=CC=C1)[N+](=O)[O-] (2-Chloro-3-phenoxy-6-nitro-N-(3-trifluoromethyl-benzyl)-aniline). RXN SMILES: [Cl:1][C:2]1[C:7](OC2C=CC=CC=2)=[C:6]([N+:15]([O-:17])=[O:16])[CH:5]=[CH:4][C:3]=1[O:18][C:19]1[CH:24]=[CH:23][CH:22]=[CH:21][CH:20]=1.[F:25][C:26]([F:36])([F:35])[C:27]1[CH:28]=[C:29]([CH:32]=[CH:33][CH:34]=1)[CH2:30][NH2:31]>O1CCOCC1>[Cl:1][C:2]1[C:3]([O:18][C:19]2[CH:20]=[CH:21][CH:22]=[CH:23][CH:24]=2)=[CH:4][CH:5]=[C:6]([N+:15]([O-:17])=[O:16])[C:7]=1[NH:31][CH2:30][C:29]1[CH:32]=[CH:33][CH:34]=[C:27]([C:26]([F:25])([F:35])[F:36])[CH:28]=1. Reported procedure: A mixture of 3.41 gm of 2-chloro-4-nitro-1,3-diphenoxy-benzene, 5 ml of dioxane and 4 gm of 3-trifluoromethyl-benzylamine was stirred for 12 hours at 100° C. Thereafter, the reaction mixture was evaporated, the residue was taken up in chloroform, the resulting solution was extracted first with 2 N sodium hydroxide and then with 2 N hydrochloric acid, and the organic phase was dried with sodium sulfate. The chloroform was distilled off, leaving 4.0 gm (95% of theory) of the title compound as a vi... Starting materials: ClC1=C(C=CC(=C1)CCNC1=NC=CC(=N1)C1=CC(=CC=C1)CNC(C)C)O (2-Chloro-4-(2-{4-[3-(isopropylamino-methyl)-phenyl]-pyrimidin-2-ylamino}-ethyl)-phenol), 502, ClC1=C(C=CC(=C1)CCNC1=NC=CC(=N1)C1=CC(=CC=C1)CNC(C)C)O (2-Chloro-4-(2-{4-[3-(isopropylamino-methyl)-phenyl]-pyrimidin-2-ylamino}-ethyl)-phenol), C(C1=CC=NC=C1)(=O)O (isonicotinic acid). The product is ClC=1C=C(C=CC1O)CCNC1=NC=CC(=N1)C=1C=C(CN(C(C2=CC=NC=C2)=O)C(C)C)C=CC1 (N-(3-{2-[2-(3-Chloro-4-hydroxy-phenyl)-ethylamino]-pyrimidin-4-yl}-benzyl)-N-isopropyl-isonicotinamide). As a reaction SMILES: [Cl:1][C:2]1[CH:7]=[C:6]([CH2:8][CH2:9][NH:10][C:11]2[N:16]=[C:15]([C:17]3[CH:22]=[CH:21][CH:20]=[C:19]([CH2:23][NH:24][CH:25]([CH3:27])[CH3:26])[CH:18]=3)[CH:14]=[CH:13][N:12]=2)[CH:5]=[CH:4][C:3]=1[OH:28].[C:29](O)(=[O:36])[C:30]1[CH:35]=[CH:34][N:33]=[CH:32][CH:31]=1>>[Cl:1][C:2]1[CH:7]=[C:6]([CH2:8][CH2:9][NH:10][C:11]2[N:16]=[C:15]([C:17]3[CH:18]=[C:19]([CH:20]=[CH:21][CH:22]=3)[CH2:23][N:24]([CH:25]([CH3:26])[CH3:27])[C:29](=[O:36])[C:30]3[CH:35]=[CH:34][N:33]=[CH:32][CH:31]=3)[CH:14]=[CH:13][N:12]=2)[CH:5]=[CH:4][C:3]=1[OH:28]. Procedure: 2-Chloro-4-(2-{4-[3-(isopropylamino-methyl)-phenyl]-pyrimidin-2-ylamino}-ethyl)-phenol (compound 132) was coupled with isonicotinic acid following procedure D2. LC-MS showed the product had the expected M+H+ of 502. 1H NMR (Varian 300 MHz, CDCl3, shifts relative to the solvent peak at 7.24 ppm) δ 8.9 (d, 2H)) 8.5 (s, 1H) 8.3 (d, 1H) 8.1 (s, 1H) 8.0 (d, 2H) 7.9 (m, 1H) 7.5 (d, 1H) 7.4 (m, 2H) 7.2 (s, 1H) 6.9 (d, 1H) 5.5 (s, br, 1H) 3.9 (s, 2H) 3.7 (m, 2H) 3.1 (m, 1H) 2.9 (m, 2H) 1.2 (d, 6H). Starting materials: C(C)OC(C(=O)OCC)=O (diethyloxalate), C1(CCCC1)C(C)=O (1-cyclopentylethanone), [Na] (Sodium). Run in C(C)O (ethanol), C(C)O (ethanol). Reaction conditions: temperature 60 celsius, time 2 hour. The product is C(C)OC(CC(=O)C1CCCC1)=O (3-Cyclopentyl-3-oxo-propionic Acid Ethyl Ester). RXN SMILES: [Na].C(O[C:5](=O)[C:6]([O:8][CH2:9][CH3:10])=[O:7])C.[CH:12]1([C:17](=[O:19])C)[CH2:16][CH2:15][CH2:14][CH2:13]1>C(O)C>[CH2:9]([O:8][C:6](=[O:7])[CH2:5][C:17]([CH:12]1[CH2:16][CH2:15][CH2:14][CH2:13]1)=[O:19])[CH3:10] |^1:0|. Reported procedure: Sodium pellets (3.1 g, 135 mmol) were dissolved in ethanol (100 ml) under nitrogen at room temperature and a solution of diethyloxalate (18.4 ml, 135 mmol) and 1-cyclopentylethanone (16.7 g, 149 mmol) was added dropwise at room temperature over 30 minutes. The reaction was diluted with ethanol (100 ml), heated to 60° C. and stirred at this temperature for 2 hours. After cooling to room temperature the reaction was poured onto ice-cold 2N HCl (200 ml) and extracted with diethylether (300 ml) and ...